This data is from the Open Reaction Database (ORD), a public repository of structured organic reaction records. The task is: describe an organic reaction: reactants, conditions, products, and yield The reactants are [N+](=O)([O-])C=1C=C2C=C(N(C2=CC1)CCC(=O)OCC)C1=CC=CC=C1 (ethyl 3-(5-nitro-2-phenyl-1H-indol-1-yl)propanoate), C1CCOC1 (THF), O (water), Cl (HCl). Solvent: CCO (EtOH). Conditions: time 18 hour. Product: [N+](=O)([O-])C=1C=C2C=C(N(C2=CC1)CCCO)C1=CC=CC=C1 (3-(5-nitro-2-phenyl-1H-indol-1-yl)propan-1-ol). The yield is 81.6%. Reaction SMILES: [N+:1]([C:4]1[CH:5]=[C:6]2[C:10](=[CH:11][CH:12]=1)[N:9]([CH2:13][CH2:14][C:15](OCC)=[O:16])[C:8]([C:20]1[CH:25]=[CH:24][CH:23]=[CH:22][CH:21]=1)=[CH:7]2)([O-:3])=[O:2].C1COCC1.O.Cl>CCO>[N+:1]([C:4]1[CH:5]=[C:6]2[C:10](=[CH:11][CH:12]=1)[N:9]([CH2:13][CH2:14][CH2:15][OH:16])[C:8]([C:20]1[CH:25]=[CH:24][CH:23]=[CH:22][CH:21]=1)=[CH:7]2)([O-:3])=[O:2]. Reported procedure: To a solution containing ethyl 3-(5-nitro-2-phenyl-1H-indol-1-yl)propanoate (prepared as described in example 1 g) (2.1 g; 6.2 mmol) in THF (20 ml) sodium borohydride (0.98 g, 24.8 mmol) and EtOH absolute (25 ml) were added; the reaction mixture was left under stirring at room temperature for 18 hours. Then water (5 ml) and HCl 2N were added to pH 6. The solution was transferred into a separating funnel, and extracted with ethyl acetate (2×50 ml). The organic phases were combined, and dried over...